Task: describe an organic reaction: reactants, conditions, products, and yield. Dataset: the Open Reaction Database (ORD), a public repository of structured organic reaction records Starting materials: C(C1=CC=CC=C1)(=O)O[C@@]12[C@@H](CCCC1)O2 ((1R,2R)-2-benzoyloxy-1,2-epoxycyclohexane), CC=1C=CC(=CC1)S(=O)(=O)O (p-TsOH). Run in [N+](=O)([O-])C (nitromethane). Reaction conditions: time 10 minute. Product: C(C1=CC=CC=C1)(=O)O[C@H]1C(CCCC1)=O ((R)-2-benzoyloxy cyclohexanone). Isolated yield 89.3%. As a reaction SMILES: [C:1]([O:9][C@@:10]12[O:16][C@@H:11]1[CH2:12][CH2:13][CH2:14][CH2:15]2)(=[O:8])[C:2]1[CH:7]=[CH:6][CH:5]=[CH:4][CH:3]=1.CC1C=CC(S(O)(=O)=O)=CC=1>[N+](C)([O-])=O>[C:1]([O:9][C@@H:10]1[CH2:15][CH2:14][CH2:13][CH2:12][C:11]1=[O:16])(=[O:8])[C:2]1[CH:3]=[CH:4][CH:5]=[CH:6][CH:7]=1. Procedure: To a solution of (1R,2R)-2-benzoyloxy-1,2-epoxycyclohexane (0.030 g, 0.137 mmol, 93% ee) in anhydrous nitromethane (0.4 mL) was added p-TsOH (0.0024 g, 0.0137 mmol). Upon stirring at room temperature for 10 min, the reaction mixture was quenched with saturated NaHCO3 solution, extracted with ether, dried over anhydrous Na2SO4, filtered, concentrated, and purified on buffered silica gel (0.5-1% Et3N) by flash column chromatography [EtOAc-CH2Cl2-hexane (3:7:40)] to afford (R)-2-benzoyloxy cyclohex... Reactants: NC1=C(C=C(C=N1)C1=CC=C(C=C1)S(=O)(=O)NC1CC1)Br (4-(6-amino-5-bromopyridin-3-yl)-N-cyclopropylbenzenesulfonamide), C(N)(=O)C=1C=CC(=NC1)B(O)O (5-carbamoylpyridin-2-ylboronic acid). The product is NC1=NC=C(C=C1C1=NC=C(C=C1)C(=O)N)C1=CC=C(C=C1)S(NC1CC1)(=O)=O (2′-amino-5′-(4-(N-cyclopropylsulfamoyl)phenyl)-[2,3′-bipyridine]-5-carboxamide). Isolated yield 28.1%. Reaction SMILES: [NH2:1][C:2]1[N:7]=[CH:6][C:5]([C:8]2[CH:13]=[CH:12][C:11]([S:14]([NH:17][CH:18]3[CH2:20][CH2:19]3)(=[O:16])=[O:15])=[CH:10][CH:9]=2)=[CH:4][C:3]=1Br.[C:22]([C:25]1[CH:26]=[CH:27][C:28](B(O)O)=[N:29][CH:30]=1)(=[O:24])[NH2:23]>>[NH2:1][C:2]1[C:3]([C:28]2[CH:27]=[CH:26][C:25]([C:22]([NH2:23])=[O:24])=[CH:30][N:29]=2)=[CH:4][C:5]([C:8]2[CH:13]=[CH:12][C:11]([S:14](=[O:16])(=[O:15])[NH:17][CH:18]3[CH2:20][CH2:19]3)=[CH:10][CH:9]=2)=[CH:6][N:7]=1. Procedure: General method B was applied to 4-(6-amino-5-bromopyridin-3-yl)-N-cyclopropylbenzenesulfonamide (112 mg, 0.304 mmol) and 5-carbamoylpyridin-2-ylboronic acid (75 mg, 0.453 mmol) to provide 2′-amino-5′-(4-(N-cyclopropylsulfamoyl)phenyl)-[2,3′-bipyridine]-5-carboxamide as a white solid (35 mg, 28% yield) after purification by reverse phase preparatory HPLC. 1H NMR (400 MHz, DMSO-d6) δ ppm 9.07-9.16 (m, 1H), 8.53 (d, J=2.3 Hz, 1H), 8.47 (d, J=2.3 Hz, 1H), 8.32 (dd, J=14.1, 10.8 Hz, 2H), 8.21 (br. s.... Reactants: CCO, NN, CC(c1sc2ccccc2c1-c1ccccc1)N1C(=O)c2ccccc2C1=O. The product is CC(N)c1sc2ccccc2c1-c1ccccc1. As a reaction SMILES: [CH3:31][CH2:32][OH:33].[NH2:29][NH2:30].[c:1]1(-[c:7]2[c:8]3[c:9]([s:10][c:11]2[CH:12]([CH3:13])[N:14]2[C:15](=[O:16])[c:17]4[c:18]([cH:19][cH:20][cH:21][cH:22]4)[C:23]2=[O:24])[cH:25][cH:26][cH:27][cH:28]3)[cH:2][cH:3][cH:4][cH:5][cH:6]1>>[c:1]1(-[c:7]2[c:8]3[c:9]([s:10][c:11]2[CH:12]([CH3:13])[NH2:14])[cH:25][cH:26][cH:27][cH:28]3)[cH:2][cH:3][cH:4][cH:5][cH:6]1. Starting materials: CO, [K+], [OH-], Cc1ccc(-c2cc3cc(S(C)(=O)=O)cnc3n2S(=O)(=O)c2ccccc2)o1. Yields the product Cc1ccc(-c2cc3cc(S(C)(=O)=O)cnc3[nH]2)o1. RXN SMILES: [CH3:31][OH:32].[K+:30].[OH-:29].[c:1]1([S:2](=[O:3])(=[O:4])[n:10]2[c:11](-[c:23]3[o:24][c:25]([CH3:28])[cH:26][cH:27]3)[cH:12][c:13]3[c:14]2[n:15][cH:16][c:17]([S:19](=[O:20])(=[O:21])[CH3:22])[cH:18]3)[cH:5][cH:6][cH:7][cH:8][cH:9]1>>[nH:10]1[c:11](-[c:23]2[o:24][c:25]([CH3:28])[cH:26][cH:27]2)[cH:12][c:13]2[c:14]1[n:15][cH:16][c:17]([S:19](=[O:20])(=[O:21])[CH3:22])[cH:18]2.